This data is from the Open Reaction Database (ORD), a public repository of structured organic reaction records. The task is: describe an organic reaction: reactants, conditions, products, and yield The reactants are Br, CC(C)(C)[Si](C)(C)Oc1ccc(P(c2ccccc2)c2ccccc2)c(C=O)c1, CN(C)C=O, Cl, [F-], [K+], [NH4+]. The product is O=Cc1cc(O)ccc1P(c1ccccc1)c1ccccc1. Reaction SMILES: [BrH:32].[C:1]([Si:2]([CH3:3])([CH3:4])[O:6][c:7]1[cH:8][cH:9][c:10]([P:15]([c:16]2[cH:17][cH:18][cH:19][cH:20][cH:21]2)[c:22]2[cH:23][cH:24][cH:25][cH:26][cH:27]2)[c:11]([CH:12]=[O:13])[cH:14]1)([CH3:5])([CH3:28])[CH3:29].[CH3:35][N:36]([CH3:37])[CH:38]=[O:39].[ClH:33].[F-:30].[K+:31].[NH4+:34]>>[OH:6][c:7]1[cH:8][cH:9][c:10]([P:15]([c:16]2[cH:17][cH:18][cH:19][cH:20][cH:21]2)[c:22]2[cH:23][cH:24][cH:25][cH:26][cH:27]2)[c:11]([CH:12]=[O:13])[cH:14]1. Starting materials: FC1=CC=C(CNC(=O)C2=NC(=NC(=C2O)O)C2(CN(CCN2C)C(=O)OC(C)(C)C)C)C=C1 (tert-butyl 3-(4-{[(4-fluorobenzyl)amino]carbonyl}-5,6-dihydroxypyrimdin-2-yl)-3,4-dimethylpiperazine-1-carboxylate). Solvent: C(Cl)Cl.C(=O)(C(F)(F)F)O (DCM TFA). The product is CN1C(CNCC1)(C)C1=NC(=C(C(=N1)C(=O)NCC1=CC=C(C=C1)F)O)O (2-(1,2-dimethylpiperazin-2-yl)-N-(4-fluorobenzyl)-5,6-dihydroxypyrimidine-4-carboxamide). As a reaction SMILES: [F:1][C:2]1[CH:34]=[CH:33][C:5]([CH2:6][NH:7][C:8]([C:10]2[C:15]([OH:16])=[C:14]([OH:17])[N:13]=[C:12]([C:18]3([CH3:32])[N:23]([CH3:24])[CH2:22][CH2:21][N:20](C(OC(C)(C)C)=O)[CH2:19]3)[N:11]=2)=[O:9])=[CH:4][CH:3]=1>C(Cl)Cl.C(O)(C(F)(F)F)=O>[CH3:24][N:23]1[CH2:22][CH2:21][NH:20][CH2:19][C:18]1([C:12]1[N:11]=[C:10]([C:8]([NH:7][CH2:6][C:5]2[CH:33]=[CH:34][C:2]([F:1])=[CH:3][CH:4]=2)=[O:9])[C:15]([OH:16])=[C:14]([OH:17])[N:13]=1)[CH3:32] |f:1.2|. Procedure details: Crude material tert-butyl 3-(4-{[(4-fluorobenzyl)amino]carbonyl}-5,6-dihydroxypyrimdin-2-yl)-3,4-dimethylpiperazine-1-carboxylate (C-46) was stirred in DCM/TFA (1:1) for 1 hour. Evaporation of the solvent afforded the crude title compound (C47). The reactants are S(=O)(=O)([O-])C1=CC=C(C)C=C1 (tosylate), Ba(OH)2, S(=O)(=O)(C1=CC=C(C)C=C1)OCC1C=2N=CN(C2N=CN1)[C@H]1[C@H](OC(C)=O)[C@H](OC(C)=O)[C@H](O1)COC(C)=O (6-Tosyloxymethyl-9-(2', 3', 5'-tri-O-acetyl-β-D-ribofuranosyl)-1,6-dihydropurine). Solvent: C(C)#N (acetonitrile). Reaction conditions: time 4 hour. Product: C1C(N=CNC2=C1N=CN2[C@H]3[C@@H]([C@@H]([C@H](O3)CO)O)O)O (isocoformycin). The yield is 20.0%. As a reaction SMILES: S(C1C=CC(C)=CC=1)([O-])(=O)=O.S([O:22][CH2:23][CH:24]1[NH:32][CH:31]=[N:30][C:29]2[N:28]([C@@H:33]3[O:45][C@H:44]([CH2:46][O:47]C(=O)C)[C@@H:39]([O:40]C(=O)C)[C@H:34]3[O:35]C(=O)C)[CH:27]=[N:26][C:25]1=2)(C1C=CC(C)=CC=1)(=O)=O>C(#N)C>[CH2:24]1[C:25]2[N:26]=[CH:27][N:28]([C@@H:33]3[O:45][C@H:44]([CH2:46][OH:47])[C@@H:39]([OH:40])[C@H:34]3[OH:35])[C:29]=2[NH:30][CH:31]=[N:32][CH:23]1[OH:22]. Procedure: The tosylate (I, 211 mg) obtained in Example 2 was dissolved in acetonitrile (10 ml) and 0.5 N Ba(OH)2 (10 ml) was added. The homogeneous brown solution was then stirred for 4 hr, when no tosylate (I) was detected on thin-layer chromatogram. After treating the reaction mixture as in Example 2, isocoformycin (21 mg, 20%) was obtained. Starting materials: Cl[Sn](Cl)(Cl)Cl (SnCl4), O=P12OP3(=O)OP(=O)(O1)OP(=O)(O2)O3 (P2O5), Cl (HCl), Cl[Sn](Cl)(Cl)Cl (SnCl4), O=P12OP3(=O)OP(=O)(O1)OP(=O)(O2)O3 (P2O5), Cl (HCl), Cl (HCl). Solvent: O (water), O (water). The product is [Sn](Cl)(Cl)(Cl)Cl.O.O.O.O.O (SnCl4.5H2O), SnO2. As a reaction SMILES: [O:1]=P12OP3(OP(OP(O3)(O1)=O)(=O)O2)=O.Cl.[Cl:16][Sn:17]([Cl:20])([Cl:19])[Cl:18]>O>[Sn:17]([Cl:20])([Cl:19])([Cl:18])[Cl:16].[OH2:1].[OH2:1].[OH2:1].[OH2:1].[OH2:1] |f:4.5.6.7.8.9|. Procedure: Approximately 4000 ml of distilled water was heated to about 80 degrees C. A solution of SnCl4.5H2O in 2000 ml of distilled water, about 0.445 g SnO2 /ml was prepared. Approximately 30 g of P2O5 was dissolved into 250 ml of concentrated HCl, then an additional 125 ml of HCl was added. Approximately 500 ml of concentrated HCl was then added to the SnCl4 solution. The SnCl4 and P2O5 solutions were mixed together in a beaker. The reactants are CC(C)(C)[O-], CC(C)O, CC(C)O, CN(C)c1cccc(C(=O)CCl)c1, [K+], Cc1ccc(S(=O)(=O)NC(c2ccccc2)C(N)c2ccccc2)cc1. Yields the product CN(C)c1cccc(C(O)CCl)c1. As a reaction SMILES: [CH3:31][C:32]([CH3:33])([O-:34])[CH3:35].[CH:27]([OH:28])([CH3:29])[CH3:30].[CH:50]([OH:51])([CH3:52])[CH3:53].[Cl:37][CH2:38][C:39](=[O:40])[c:41]1[cH:42][c:43]([N:47]([CH3:48])[CH3:49])[cH:44][cH:45][cH:46]1.[K+:36].[c:1]1([CH3:2])[cH:3][cH:4][c:5]([S:6]([NH:7][CH:8]([c:9]2[cH:10][cH:11][cH:12][cH:13][cH:14]2)[CH:15]([c:16]2[cH:17][cH:18][cH:19][cH:20][cH:21]2)[NH2:22])(=[O:23])=[O:24])[cH:25][cH:26]1>>[Cl:37][CH2:38][CH:39]([OH:40])[c:41]1[cH:42][c:43]([N:47]([CH3:48])[CH3:49])[cH:44][cH:45][cH:46]1. Reactants: CCNCC, ClCCCOc1ccc(-c2nnc(CSCCOc3ccccc3)o2)cc1. The product is CCN(CC)CCCOc1ccc(-c2nnc(CSCCOc3ccccc3)o2)cc1. RXN SMILES: [CH2:28]([CH3:29])[NH:30][CH2:31][CH3:32].[Cl:1][CH2:2][CH2:3][CH2:4][O:5][c:6]1[cH:7][cH:8][c:9](-[c:12]2[o:13][c:14]([CH2:17][S:18][CH2:19][CH2:20][O:21][c:22]3[cH:23][cH:24][cH:25][cH:26][cH:27]3)[n:15][n:16]2)[cH:10][cH:11]1>>[CH2:2]([CH2:3][CH2:4][O:5][c:6]1[cH:7][cH:8][c:9](-[c:12]2[o:13][c:14]([CH2:17][S:18][CH2:19][CH2:20][O:21][c:22]3[cH:23][cH:24][cH:25][cH:26][cH:27]3)[n:15][n:16]2)[cH:10][cH:11]1)[N:30]([CH2:28][CH3:29])[CH2:31][CH3:32]. Starting materials: FC(C(=O)N[C@H]1CCC(=O)OC1=O)(F)F (N-trifluoroacetyl-L-glutamic anhydride), C(#N)C1=NC=C(C=C1)N (2-cyano-5-aminopyridine). Run in O1CCCC1 (tetrahydrofuran). Reaction conditions: temperature 40 celsius, time 12 hour. The product is N[C@@H](CCC(O)=O)C(=O)C=1C(=NC=C(C1)N)C#N (Alpha-L-glutamyl-5-aminopyridine-2-carbonitrile), crude product. RXN SMILES: FC(F)(F)C([NH:5][C@@H:6]1[C:12](=[O:13])[O:11][C:9](=[O:10])[CH2:8][CH2:7]1)=O.[C:16]([C:18]1[CH:23]=[CH:22][C:21]([NH2:24])=[CH:20][N:19]=1)#[N:17]>O1CCCC1>[NH2:5][C@H:6]([C:12]([C:23]1[C:18]([C:16]#[N:17])=[N:19][CH:20]=[C:21]([NH2:24])[CH:22]=1)=[O:13])[CH2:7][CH2:8][C:9](=[O:10])[OH:11]. Procedure details: Alpha-L-glutamyl-5-aminopyridine-2-carbonitrile is prepared by the method described in J. Med. Chem., 1973, 16, 163-166. A solution of 5.5 g (24.4 mmol) of N-trifluoroacetyl-L-glutamic anhydride and 2.6 g (21.8 mmol) of 2-cyano-5-aminopyridine (prepared according to tetrahydrofuran (20 cm3) is stirred for 12 h at 40° C. The solvent is then removed and the residue is dissolved in a 1% solution of sodium carbonate (80 cm3). The solution is rapidly washed with methylene chloride (3×30 cm3) and then... Solvent: C(Cl)Cl (CH2Cl2), CH2Cl MeOH, C(Cl)Cl (CH2Cl2). RXN SMILES: [Cl:1][C:2]1[N:6]([C@@H:7]2[O:27][C@H:26]([CH2:28][O:29]CC3C=CC=CC=3)[C@@H:17]([O:18]CC3C=CC=CC=3)[C@@H:8]2[O:9]CC2C=CC=CC=2)[C:5]2[CH:37]=[C:38]([Cl:42])[C:39]([Cl:41])=[CH:40][C:4]=2[N:3]=1.B(Cl)(Cl)Cl.CO.[NH4+].[OH-]>C(Cl)Cl>[Cl:1][C:2]1[N:6]([C@@H:7]2[O:27][C@H:26]([CH2:28][OH:29])[C@@H:17]([OH:18])[C@@H:8]2[OH:9])[C:5]2[CH:37]=[C:38]([Cl:42])[C:39]([Cl:41])=[CH:40][C:4]=2[N:3]=1 |f:3.4|. Conditions: time 4.5 hour. Procedure: Compound 133 (1.25 g 2 mmole) was dissolved in dry CH2Cl2 (20 ml) and this solution was cooled in an acetone-dry ice bath. A 1M solution of BCl3 in CH2Cl2 (10 ml) was added and the mixture was stirred at -70° for 4.5 hr. At this point TLC showed no starting material. CH3OH (10 ml) was added and the solution was made neutral with NH4OH. The solution was evaporated in vacuo to dryness. H2O (20 ml) was added and the solution was extracted with EtOAc. The EtOAc layer was washed with H2O, dried (Na2S... Product: ClC1=NC2=C(N1[C@H]1[C@@H](O)[C@H](O)[C@H](O1)CO)C=C(C(=C2)Cl)Cl (2,5,6-Trichloro-1-(β-D-arabinofuranosyl)benzimidazole). Starting materials: solution, B(Cl)(Cl)Cl (BCl3), CO (CH3OH), ClC1=NC2=C(N1[C@H]1[C@@H](OCC3=CC=CC=C3)[C@H](OCC3=CC=CC=C3)[C@H](O1)COCC1=CC=CC=C1)C=C(C(=C2)Cl)Cl (2,5,6-Trichloro-1-(2,3,5-tri-O-benzyl-β-D-arabinofuranosyl)benzimidazole), [NH4+].[OH-] (NH4OH). Starting materials: acetyl hydrazide, CCN(C(C)C)C(C)C (DIPEA), CN(C)C(=[N+](C)C)ON1C2=C(C=CC=C2)N=N1.[B-](F)(F)(F)F (TBTU), IC=1C=C(C(=O)O)C=CC1 (3-iodobenzoic acid), C1CCOC1 (THF). Reaction conditions: time 8 hour. Yields the product C(C)(=O)NNC(C1=CC(=CC=C1)I)=O (N′-acetyl-3-iodobenzohydrazide). RXN SMILES: [I:1][C:2]1[CH:3]=[C:4]([CH:8]=[CH:9][CH:10]=1)[C:5]([OH:7])=O.CCN(C(C)C)C(C)C.CN(C(O[N:28]1[N:36]=N[C:30]2C=CC=C[C:29]1=2)=[N+](C)C)C.[B-](F)(F)(F)F.C1C[O:45]CC1>>[C:29]([NH:28][NH:36][C:5](=[O:7])[C:4]1[CH:8]=[CH:9][CH:10]=[C:2]([I:1])[CH:3]=1)(=[O:45])[CH3:30] |f:2.3|. Procedure details: To a suspension of 3-iodobenzoic acid (2.0 g, 8.06 mmol) in 60 ml of THF there are added, in succession, DIPEA (1.83 ml, 10.48 mmol) and TBTU (2.59 g, 8.06 mmol). The reaction mixture is stirred overnight at ambient temperature. 1.19 g (16.12 mmol) of acetyl hydrazide are added and the reaction mixture is heated at reflux for 30 hours. After evaporation to dryness, the residue is taken up in water with a small amount of CH2Cl2; a thick precipitate forms, which is filtered off to yield the expect... The reactants are BrCCOCC (1-Bromo-2-ethoxy-ethane), C(=O)([O-])[O-].[K+].[K+] (K2CO3), OC1=CC=C(C=C1)N1CCC(CC1)C1=CC=C(C=C1)[C@H](C)NC(C)=O ((S)—N-{1-(4-[1-(4-Hydroxyphenyl)-piperidin-4-yl]-phenyl}-ethyl)-acetamide), OC1=CC=C(C=C1)N1CCC(CC1)C1=CC=C(C=C1)[C@H](C)NC(C)=O ((S)—N-{1-(4-[1-(4-Hydroxyphenyl)-piperidin-4-yl]-phenyl}-ethyl)-acetamide), BrCCOCC (1-bromo-2-ethoxy-ethane). The solvent is C(C)#N (ACN). Reaction conditions: temperature 90 celsius, time 4 hour. Yields the product O1CCC(CC1)OC1=CC=C(C=C1)N1CCC(CC1)C1=CC=C(C=C1)[C@H](C)NC(C)=O ((S)—N-[1-(4-{1-[4-(Tetrahydro-2H-pyran-4-yloxy)-phenyl]-piperidin-4-yl}-phenyl)-ethyl]-acetamide). Reaction SMILES: Br[CH2:2][CH2:3][O:4][CH2:5][CH3:6].[C:7]([O-])([O-])=O.[K+].[K+].[OH:13][C:14]1[CH:19]=[CH:18][C:17]([N:20]2[CH2:25][CH2:24][CH:23]([C:26]3[CH:31]=[CH:30][C:29]([C@@H:32]([NH:34][C:35](=[O:37])[CH3:36])[CH3:33])=[CH:28][CH:27]=3)[CH2:22][CH2:21]2)=[CH:16][CH:15]=1>C(#N)C>[O:4]1[CH2:5][CH2:6][CH:7]([O:13][C:14]2[CH:19]=[CH:18][C:17]([N:20]3[CH2:25][CH2:24][CH:23]([C:26]4[CH:27]=[CH:28][C:29]([C@@H:32]([NH:34][C:35](=[O:37])[CH3:36])[CH3:33])=[CH:30][CH:31]=4)[CH2:22][CH2:21]3)=[CH:16][CH:15]=2)[CH2:2][CH2:3]1 |f:1.2.3|. Procedure details: 17 μL (0.15 mmol) 1-Bromo-2-ethoxy-ethane and 35 mg (0.25 mmol) K2CO3 are added to 34 mg (0.10 mmol) (S)-N-{1-(4-[1-(4-hydroxyphenyl)-piperidin-4-yl]-phenyl}-ethyl)-acetamide (compound 1.48) in 2 mL ACN. The mixture is stirred at 90° C. for 4 h followed by addition of 11 μL (0.10 mmol) 1-bromo-2-ethoxy-ethane. Stirring is continued at 90° C. over night. The solvent is removed in vacuo and the residue is purified using reversed phase HPLC (water/MeOH, 0.1% TFA) to yield the desired product.